The task is: describe an organic reaction: reactants, conditions, products, and yield. This data is from the Open Reaction Database (ORD), a public repository of structured organic reaction records. Reactants: F[B-](F)(F)F, CNOC, CCOC(C)=O, CCN(C(C)C)C(C)C, O=C(O)c1cc(NS(=O)(=O)c2ccc(Cl)cc2Cl)ncc1Sc1ccc(S(=O)(=O)N2CCCCC2)cc1, Cl, CN(C)C=O, CN(C)C(On1nnc2ccccc21)=[N+](C)C. The product is CON(C)C(=O)c1cc(NS(=O)(=O)c2ccc(Cl)cc2Cl)ncc1Sc1ccc(S(=O)(=O)N2CCCCC2)cc1. As a reaction SMILES: [B-:43]([F:44])([F:45])([F:46])[F:47].[CH3:39][NH:40][O:41][CH3:42].[CH3:79][CH2:80][O:81][C:82](=[O:83])[CH3:84].[CH:65]([N:66]([CH2:67][CH3:68])[CH:69]([CH3:70])[CH3:71])([CH3:72])[CH3:73].[Cl:1][c:2]1[c:3]([S:9](=[O:10])(=[O:11])[NH:12][c:13]2[cH:14][c:15]([C:16](=[O:17])[OH:18])[c:19]([S:22][c:23]3[cH:24][cH:25][c:26]([S:29](=[O:30])(=[O:31])[N:32]4[CH2:33][CH2:34][CH2:35][CH2:36][CH2:37]4)[cH:27][cH:28]3)[cH:20][n:21]2)[cH:4][cH:5][c:6]([Cl:8])[cH:7]1.[ClH:38].[O:74]=[CH:75][N:76]([CH3:77])[CH3:78].[n:48]1([O:49][C:50]([N:51]([CH3:52])[CH3:53])=[N+:54]([CH3:55])[CH3:56])[c:57]2[cH:58][cH:59][cH:60][cH:61][c:62]2[n:63][n:64]1>>[Cl:1][c:2]1[c:3]([S:9](=[O:10])(=[O:11])[NH:12][c:13]2[cH:14][c:15]([C:16](=[O:17])[N:40]([CH3:39])[O:41][CH3:42])[c:19]([S:22][c:23]3[cH:24][cH:25][c:26]([S:29](=[O:30])(=[O:31])[N:32]4[CH2:33][CH2:34][CH2:35][CH2:36][CH2:37]4)[cH:27][cH:28]3)[cH:20][n:21]2)[cH:4][cH:5][c:6]([Cl:8])[cH:7]1.